From a dataset of the Open Reaction Database (ORD), a public repository of structured organic reaction records. describe an organic reaction: reactants, conditions, products, and yield Run in Cl (hydrochloric acid). Procedure details: A mixture of 2-(2-methyl-4-(diethylamino)benzoyl)benzoic acid (25 g.), N,N,N',N'-tetramethyl-m-phenylenediamine (13.2 g.) and acetic anhydride (75 g.) was heated (to 95° C.) during one hour, then refluxed with dilute hydrochloric acid (32 g. concentrated hydrochloric acid plus 160 ml. water) during one and one-half hours. The resulting mixture was poured onto ice and the pH was adjusted to 6 with sodium hydroxide. Recrystallization of the resulting product afforded 3-(2,4-bis(dimethylamino)pheny... Starting materials: CC1=C(C(=O)C2=C(C(=O)O)C=CC=C2)C=CC(=C1)N(CC)CC (2-(2-methyl-4-(diethylamino)benzoyl)benzoic acid), CN(C1=CC(=CC=C1)N(C)C)C (N,N,N',N'-tetramethyl-m-phenylenediamine), C(C)(=O)OC(C)=O (acetic anhydride), [OH-].[Na+] (sodium hydroxide). Yields the product CN(C1=C(C=CC(=C1)N(C)C)C1(OC(=O)C2=CC=CC=C12)C1=C(C=C(C=C1)N(CC)CC)C)C (3-(2,4-bis(dimethylamino)phenyl)-3-(2-methyl-4-(diethylamino)phenyl)phthalide). Conditions: temperature 95 celsius. RXN SMILES: [CH3:1][C:2]1[CH:18]=[C:17]([N:19]([CH2:22][CH3:23])[CH2:20][CH3:21])[CH:16]=[CH:15][C:3]=1[C:4]([C:6]1[CH:14]=[CH:13][CH:12]=[CH:11][C:7]=1[C:8]([OH:10])=[O:9])=O.[CH3:24][N:25]([CH3:35])[C:26]1[CH:31]=[CH:30][CH:29]=[C:28]([N:32]([CH3:34])[CH3:33])[CH:27]=1.C(OC(=O)C)(=O)C.[OH-].[Na+]>Cl>[CH3:33][N:32]([CH3:34])[C:28]1[CH:27]=[C:26]([N:25]([CH3:35])[CH3:24])[CH:31]=[CH:30][C:29]=1[C:4]1([C:3]2[CH:15]=[CH:16][C:17]([N:19]([CH2:22][CH3:23])[CH2:20][CH3:21])=[CH:18][C:2]=2[CH3:1])[C:6]2[C:7](=[CH:11][CH:12]=[CH:13][CH:14]=2)[C:8](=[O:9])[O:10]1 |f:3.4|. The reactants are ClC1=CC=C(C=C1)N1C(SC(C1=O)C)C=1C=NC=CC1 (3-(4-Chlorophenyl)-5-methyl-2-(3-pyridyl)-4-thiazolidinone). Run in C(C)OCC (ethyl ether). Product: Cl.ClC1=CC=C(C=C1)N1C(SC(C1=O)C)C=1C=NC=CC1 (3-(4-Chlorophenyl)-5-methyl-2-(3-pyridyl)-4-thiazolidinone hydrochloride). As a reaction SMILES: [Cl:1][C:2]1[CH:7]=[CH:6][C:5]([N:8]2[C:12](=[O:13])[CH:11]([CH3:14])[S:10][CH:9]2[C:15]2[CH:16]=[N:17][CH:18]=[CH:19][CH:20]=2)=[CH:4][CH:3]=1>C(OCC)C>[ClH:1].[Cl:1][C:2]1[CH:3]=[CH:4][C:5]([N:8]2[C:12](=[O:13])[CH:11]([CH3:14])[S:10][CH:9]2[C:15]2[CH:16]=[N:17][CH:18]=[CH:19][CH:20]=2)=[CH:6][CH:7]=1 |f:2.3|. Procedure details: A solution of 4 g. of 3-(4-chlorophenyl)-5-methyl-2-(3-pyridyl)-4-thiazolidinone (Example 1, supra) in ethyl ether was prepared, filtered and saturated with anhydrous hydrogen chloride. The solid material which precipitated was filtered off and identified by NMR spectrum as 3-(4-chlorophenyl)-5-methyl-2-(3-pyridyl)-4-thiazolidinone hydrochloride. The melting point of the product was about 135° C.